This data is from the Open Reaction Database (ORD), a public repository of structured organic reaction records. The task is: describe an organic reaction: reactants, conditions, products, and yield Starting materials: O=C(O)c1cccc(OCCC2CCN(S(=O)(=O)C3CC3)CC2)c1, NC1C2CC3CC1CC(CO)(C3)C2. The product is O=C(NC1C2CC3CC1CC(CO)(C3)C2)c1cccc(OCCC2CCN(S(=O)(=O)C3CC3)CC2)c1. Reaction SMILES: [CH:1]1([S:4](=[O:5])(=[O:6])[N:7]2[CH2:8][CH2:9][CH:10]([CH2:13][CH2:14][O:15][c:16]3[cH:17][c:18]([C:19](=[O:20])[OH:21])[cH:22][cH:23][cH:24]3)[CH2:11][CH2:12]2)[CH2:2][CH2:3]1.[NH2:25][CH:26]1[CH:27]2[CH2:28][C:29]3([CH2:36][OH:37])[CH2:30][CH:31]([CH2:32][CH:33]1[CH2:34]3)[CH2:35]2>>[CH:1]1([S:4](=[O:5])(=[O:6])[N:7]2[CH2:8][CH2:9][CH:10]([CH2:13][CH2:14][O:15][c:16]3[cH:17][c:18]([C:19](=[O:21])[NH:25][CH:26]4[CH:27]5[CH2:28][C:29]6([CH2:36][OH:37])[CH2:30][CH:31]([CH2:32][CH:33]4[CH2:34]6)[CH2:35]5)[cH:22][cH:23][cH:24]3)[CH2:11][CH2:12]2)[CH2:2][CH2:3]1.